From a dataset of the Open Reaction Database (ORD), a public repository of structured organic reaction records. describe an organic reaction: reactants, conditions, products, and yield The reactants are CN(C=O)C (N,N-dimethylformamide), IC1=C(C=CC=C1)S(=O)(=O)N (2-iodobenzenesulfonamide), C(CCC#C)OC (pent-4-yn-1-yl-methyl ether). Reagents/catalysts: [Cu]I (copper(I) iodide), Cl[Pd]([P](C1=CC=CC=C1)(C2=CC=CC=C2)C3=CC=CC=C3)([P](C4=CC=CC=C4)(C5=CC=CC=C5)C6=CC=CC=C6)Cl (bis(triphenylphosphine)palladium(II) dichloride). Solvent: C(C)N(CC)CC (triethylamine). Run at time 22 hour. The product is COCCCC#CC1=C(C=CC=C1)S(=O)(=O)N (2-(5-methoxy-pent-1-yn-1-yl)-benzenesulfonamide). Reaction SMILES: CN(C)C=O.I[C:7]1[CH:12]=[CH:11][CH:10]=[CH:9][C:8]=1[S:13]([NH2:16])(=[O:15])=[O:14].[CH2:17]([O:22][CH3:23])[CH2:18][CH2:19][C:20]#[CH:21]>[Cu]I.Cl[Pd](Cl)([P](C1C=CC=CC=1)(C1C=CC=CC=1)C1C=CC=CC=1)[P](C1C=CC=CC=1)(C1C=CC=CC=1)C1C=CC=CC=1.C(N(CC)CC)C>[CH3:23][O:22][CH2:17][CH2:18][CH2:19][C:20]#[C:21][C:7]1[CH:12]=[CH:11][CH:10]=[CH:9][C:8]=1[S:13]([NH2:16])(=[O:15])=[O:14] |^1:28,47|. Reported procedure: 135 ml of N,N-dimethylformamide and 22 ml of triethylamine are taken and 7.5 g of 2-iodobenzenesulfonamide, 2.6 g of pent-4-yn-1-yl-methyl ether as well as 0.067 g of copper(I) iodide and 0.144 g of bis(triphenylphosphine)palladium(II) dichloride are added. The reaction mixture is heated to 65° and stirred for 22 hours at that temperature under argon. After that time, the N,N-dimethylformamide is distilled off at 0.1 torr and 40°. The crude product is purified on 500 g of silica gel (Merck Si 60... The reactants are O=C([O-])[O-], CCO, CC(C)N1CCN(c2ccc(C#N)cn2)CC1, Cl, [K+], [K+], NO, O. The product is CC(C)N1CCN(c2ccc(C(=N)NO)cn2)CC1. RXN SMILES: [C:24](=[O:25])([O-:26])[O-:27].[CH3:18][CH2:19][OH:20].[CH:1]([CH3:2])([CH3:3])[N:4]1[CH2:5][CH2:6][N:7]([c:10]2[n:11][cH:12][c:13]([C:14]#[N:15])[cH:16][cH:17]2)[CH2:8][CH2:9]1.[ClH:21].[K+:28].[K+:29].[NH2:22][OH:23].[OH2:30]>>[CH:1]([CH3:2])([CH3:3])[N:4]1[CH2:5][CH2:6][N:7]([c:10]2[n:11][cH:12][c:13]([C:14](=[NH:15])[NH:22][OH:23])[cH:16][cH:17]2)[CH2:8][CH2:9]1. The reactants are [N+](=[N-])=C (diazomethane), C(C)OC(C1=C(N=CC=C1)C#C)=O (2-ethynylnicotinic acid ethyl ester), C(C)(=O)O (Acetic acid). Run in C(C)OCC (diethylether). Run at time 8 hour. The product is C(C)OC(C1=C(N=CC=C1)C1=NNC=C1)=O (2-(pyrazol-3-yl)-nicotinic acid ethyl ester). RXN SMILES: [N+:1](=[CH2:3])=[N-:2].[CH2:4]([O:6][C:7](=[O:16])[C:8]1[CH:13]=[CH:12][CH:11]=[N:10][C:9]=1[C:14]#[CH:15])[CH3:5].C(O)(=O)C>C(OCC)C>[CH2:4]([O:6][C:7](=[O:16])[C:8]1[CH:13]=[CH:12][CH:11]=[N:10][C:9]=1[C:14]1[CH:15]=[CH:3][NH:1][N:2]=1)[CH3:5]. Procedure: An excess of diazomethane in diethylether at 0° is added to 3.91 g of 2-ethynylnicotinic acid ethyl ester and the solution allowed to warm to RT and let stand overnight. Acetic acid is added until no further gas evolves and the mixture is extracted with brine, dried over MgSO4, filtered and the solvent removed by evaporation under vacuum to yield the title compound as an oil. The reactants are C(N)(=O)C(CCCCCCC(=O)O)CCCC(CCCCC)O (8-carbamoyl-12-hydroxyheptadecanoic acid), C(=O)O (formic acid). Conditions: temperature 60 celsius. The product is C(N)(=O)C(CCCCCCC(=O)O)CCCC(CCCCC)OC=O (8-carbamoyl-12-formyloxyheptadecanoic acid). Reaction SMILES: [C:1]([CH:4]([CH2:14][CH2:15][CH2:16][CH:17]([OH:23])[CH2:18][CH2:19][CH2:20][CH2:21][CH3:22])[CH2:5][CH2:6][CH2:7][CH2:8][CH2:9][CH2:10][C:11]([OH:13])=[O:12])(=[O:3])[NH2:2].[CH:24](O)=[O:25]>>[C:1]([CH:4]([CH2:14][CH2:15][CH2:16][CH:17]([O:23][CH:24]=[O:25])[CH2:18][CH2:19][CH2:20][CH2:21][CH3:22])[CH2:5][CH2:6][CH2:7][CH2:8][CH2:9][CH2:10][C:11]([OH:13])=[O:12])(=[O:3])[NH2:2]. Procedure details: A mixture of 8-carbamoyl-12-hydroxyheptadecanoic acid (8.2 g., 0.025 mole) (Example 1, Step F) and 97% formic acid (10 ml.) is heated at 60° C. for 24 hours. The mixture is cooled, dissolved in 100 ml. ether, washed with 3 portions of water and dried over sodium sulfate. Evaporation of the ether leaves the product 8-carbamoyl-12-formyloxyheptadecanoic acid as a slightly yellowish viscous oil. Starting materials: Nc1cc(NC(=O)CCCCl)c(Cl)cc1Cl, [Na+], C1CCOC1, [OH-]. Yields the product Nc1cc(N2CCCC2=O)c(Cl)cc1Cl. As a reaction SMILES: [NH2:1][c:2]1[cH:3][c:4]([NH:10][C:11]([CH2:12][CH2:13][CH2:14][Cl:15])=[O:16])[c:5]([Cl:9])[cH:6][c:7]1[Cl:8].[Na+:18].[O:19]1[CH2:20][CH2:21][CH2:22][CH2:23]1.[OH-:17]>>[NH2:1][c:2]1[cH:3][c:4]([N:10]2[C:11](=[O:16])[CH2:12][CH2:13][CH2:14]2)[c:5]([Cl:9])[cH:6][c:7]1[Cl:8]. Reactants: ClCCl, Cl, C1COCCO1, CC(C)CCC1(C)C(=O)C(C2=NS(=O)(=O)c3cc(NC(=O)OC(C)(C)C)ccc3N2)=C(O)c2ccccc21. Product: CC(C)CCC1(C)C(=O)C(C2=NS(=O)(=O)c3cc(N)ccc3N2)=C(O)c2ccccc21. RXN SMILES: [Cl:46][CH2:47][Cl:48].[ClH:39].[O:40]1[CH2:41][CH2:42][O:43][CH2:44][CH2:45]1.[OH:1][C:2]1=[C:3]([C:19]2=[N:20][S:21](=[O:37])(=[O:38])[c:22]3[c:23]([cH:25][cH:26][c:27]([NH:29][C:30](=[O:31])[O:32][C:33]([CH3:34])([CH3:35])[CH3:36])[cH:28]3)[NH:24]2)[C:4](=[O:18])[C:5]([CH2:12][CH2:13][CH:14]([CH3:15])[CH3:16])([CH3:17])[c:6]2[cH:7][cH:8][cH:9][cH:10][c:11]21>>[OH:1][C:2]1=[C:3]([C:19]2=[N:20][S:21](=[O:37])(=[O:38])[c:22]3[c:23]([cH:25][cH:26][c:27]([NH2:29])[cH:28]3)[NH:24]2)[C:4](=[O:18])[C:5]([CH2:12][CH2:13][CH:14]([CH3:15])[CH3:16])([CH3:17])[c:6]2[cH:7][cH:8][cH:9][cH:10][c:11]21.